From a dataset of the Open Reaction Database (ORD), a public repository of structured organic reaction records. describe an organic reaction: reactants, conditions, products, and yield Reactants: BrC=1C(=NC=NC1)N (5-bromopyrimidin-4-amine), COC1=CC=C(C=N1)B(O)O (6-methoxypyridin-3-ylboronic acid), C(C)(C)N(C(C)C)CC (N,N-diisopropylethylamine). The reagents and catalysts are C(C)(=O)[O-].[Cu+2].C(C)(=O)[O-] (copper (II) acetate). The solvent is ClCCl (dichloromethane). Run at time 8 hour. Yields the product BrC=1C(=NC=NC1)NC=1C=NC(=CC1)OC (5-bromo-N-(6-methoxypyridin-3-yl)pyrimidin-4-amine). Isolated yield 6.5%. Reaction SMILES: [Br:1][C:2]1[C:3]([NH2:8])=[N:4][CH:5]=[N:6][CH:7]=1.[CH3:9][O:10][C:11]1[N:16]=[CH:15][C:14](B(O)O)=[CH:13][CH:12]=1.C(N(CC)C(C)C)(C)C>ClCCl.C([O-])(=O)C.[Cu+2].C([O-])(=O)C>[Br:1][C:2]1[C:3]([NH:8][C:14]2[CH:15]=[N:16][C:11]([O:10][CH3:9])=[CH:12][CH:13]=2)=[N:4][CH:5]=[N:6][CH:7]=1 |f:4.5.6|. Reported procedure: A mixture of 5-bromopyrimidin-4-amine (344 mg, 1.977 mmol), 6-methoxypyridin-3-ylboronic acid (907 mg, 5.93 mmol), N,N-diisopropylethylamine (1.376 mL, 7.91 mmol) and anhydrous copper (II) acetate (539 mg, 2.97 mmol) in dichloromethane (2 mL) was stirred at room temperature overnight. The solid was filtered off and washed with CH2Cl2. The solvent was removed in vacuo and the residue was purified by silica gel chromatography eluting with 50% EtOAc/hexanes to give 5-bromo-N-(6-methoxypyridin-3-yl)...